From a dataset of the Open Reaction Database (ORD), a public repository of structured organic reaction records. describe an organic reaction: reactants, conditions, products, and yield The reactants are C(=O)(O)[O-].[Na+] (NaHCO3), BrC=1C=C2C(=NC1[C@H](C)N)C=CN2C ((S)-1-(6-bromo-1-methyl-1H-pyrrolo[3,2-b]pyridin-5-yl)ethanamine), N1(CCNCCC1)C(=O)OC(C)(C)C (tert-butyl 1,4-diazepane-1-carboxylate), CC(C)(C)[O-].[K+] (potassium 2-methylpropan-2-olate). Run in O1CCOCC1 (dioxane), CCOC(=O)C (EtOAc). Conditions: temperature 90 celsius. Product: N[C@@H](C)C1=C(C=C2C(=N1)C=CN2C)N2CCN(CCC2)C(=O)OC(C)(C)C (tert-Butyl (S)-4-(5-(1-aminoethyl)-1-methyl-1H-pyrrolo[3,2-b]pyridin-6-yl)-1,4-diazepane-1-carboxylate). Yield: 33.8%. As a reaction SMILES: Br[C:2]1[CH:3]=[C:4]2[N:13]([CH3:14])[CH:12]=[CH:11][C:5]2=[N:6][C:7]=1[C@@H:8]([NH2:10])[CH3:9].[N:15]1([C:22]([O:24][C:25]([CH3:28])([CH3:27])[CH3:26])=[O:23])[CH2:21][CH2:20][CH2:19][NH:18][CH2:17][CH2:16]1.CC([O-])(C)C.[K+].C([O-])(O)=O.[Na+]>CCOC(C)=O.O1CCOCC1>[NH2:10][C@H:8]([C:7]1[N:6]=[C:5]2[CH:11]=[CH:12][N:13]([CH3:14])[C:4]2=[CH:3][C:2]=1[N:18]1[CH2:19][CH2:20][CH2:21][N:15]([C:22]([O:24][C:25]([CH3:28])([CH3:27])[CH3:26])=[O:23])[CH2:16][CH2:17]1)[CH3:9] |f:2.3,4.5|. Procedure details: To a 50 mL pear flask were added (S)-1-(6-bromo-1-methyl-1H-pyrrolo[3,2-b]pyridin-5-yl)ethanamine (153 mg, 0.602 mmol) and tert-butyl 1,4-diazepane-1-carboxylate (241 mg, 1.20 mmol). After evacuating the flask and flushing it with nitrogen, the flask was charged with dioxane (1.6 mL) and potassium 2-methylpropan-2-olate (1.0 M in THF) (1.32 mL, 1.32 mmol). The mixture was then heated to 90° C. for 1 hour. After cooling, the mixture was worked up with saturated NaHCO3 and EtOAc. The combined orga... Reactants: N1(CCC2=CC=CC=C12)C1=NC(=NC(=C1)C)NC (4-(1-indolinyl)-6-methyl-2-methylaminopyrimidine). Procedure details: A mixture of 4-(1-indolinyl)-6-methyl-2-methylaminopyrimidine (2.4 g, 0.01M), 30% w/w palladium on charcoal (0.24 g) and diphenyl ether (10 ml) was heated under reflux in an argon atmosphere for 1 hour. The catalyst was then removed by filtration. The filtrate was then diluted with a large volume of hexane (100 ml). This gave a pale yellow solid which was recrystallised from 2-propanol to give 4-(1-indolyl)-6-methyl-2-methylaminopyrimidine (1.47 g, 62%), m.p. 160°-162° C.; microanalysis, found: ... The solvent is C1(=CC=CC=C1)OC1=CC=CC=C1 (diphenyl ether). Reaction SMILES: [N:1]1([C:10]2[CH:15]=[C:14]([CH3:16])[N:13]=[C:12]([NH:17][CH3:18])[N:11]=2)[C:9]2[C:4](=[CH:5][CH:6]=[CH:7][CH:8]=2)[CH2:3][CH2:2]1>[Pd].C1(OC2C=CC=CC=2)C=CC=CC=1>[N:1]1([C:10]2[CH:15]=[C:14]([CH3:16])[N:13]=[C:12]([NH:17][CH3:18])[N:11]=2)[C:9]2[C:4](=[CH:5][CH:6]=[CH:7][CH:8]=2)[CH:3]=[CH:2]1. Yields the product N1(C=CC2=CC=CC=C12)C1=NC(=NC(=C1)C)NC (4-(1-indolyl)-6-methyl-2-methylaminopyrimidine). The yield is 61.8%. Reagents/catalysts: [Pd] (palladium on charcoal). The product is ClC1=C(C(=C(C=C1OC)OC)Cl)C1=CC2=C(C=N1)C(=NN2)C2=CC=C(OCCN(C)C)C=C2 (2-{4-[6-(2,6-Dichloro-3,5-dimethoxyphenyl)-1H-pyrazolo[4,3-c]pyridin-3-yl]phenoxy}-N,N-dimethylethanamine). Starting materials: ClC1=C(C(=C(C=C1OC)OC)Cl)C1=CC2=C(C=N1)C(=NN2)I (6-(2,6-dichloro-3,5-dimethoxyphenyl)-3-iodo-1H-pyrazolo[4,3-c]pyridine), CN(CCOC1=CC=C(C=C1)B1OC(C(O1)(C)C)(C)C)C (N,N-dimethyl-2-[4-(4,4,5,5-tetramethyl-1,3,2-dioxaborolan-2-yl)phenoxy]ethanamine). Reported procedure: This compound was prepared by using procedures analogous to those described for the synthesis of Example 4, Step 2 starting from 6-(2,6-dichloro-3,5-dimethoxyphenyl)-3-iodo-1H-pyrazolo[4,3-c]pyridine and N,N-dimethyl-2-[4-(4,4,5,5-tetramethyl-1,3,2-dioxaborolan-2-yl)phenoxy]ethanamine (Combi-Blocks, Cat. No. PN-3972). LCMS (M+H)+=487.0/489.0. As a reaction SMILES: [Cl:1][C:2]1[C:7]([O:8][CH3:9])=[CH:6][C:5]([O:10][CH3:11])=[C:4]([Cl:12])[C:3]=1[C:13]1[N:18]=[CH:17][C:16]2[C:19](I)=[N:20][NH:21][C:15]=2[CH:14]=1.[CH3:23][N:24]([CH3:43])[CH2:25][CH2:26][O:27][C:28]1[CH:33]=[CH:32][C:31](B2OC(C)(C)C(C)(C)O2)=[CH:30][CH:29]=1>>[Cl:1][C:2]1[C:7]([O:8][CH3:9])=[CH:6][C:5]([O:10][CH3:11])=[C:4]([Cl:12])[C:3]=1[C:13]1[N:18]=[CH:17][C:16]2[C:19]([C:31]3[CH:32]=[CH:33][C:28]([O:27][CH2:26][CH2:25][N:24]([CH3:43])[CH3:23])=[CH:29][CH:30]=3)=[N:20][NH:21][C:15]=2[CH:14]=1. The product is C1=CC(=C2C3=C1C[C@@H]4[C@]5([C@]3(CCN4CC6CCC6)[C@@H](O2)[C@H](CC5)O)O)O.C(C(C)(C)C)(=O)[O-] (nalbuphine pivalate). Reactants: C1=CC(=C2C3=C1C[C@@H]4[C@]5([C@]3(CCN4CC6CCC6)[C@@H](O2)[C@H](CC5)O)O)O (nalbuphine), ice, C(C(C)(C)C)(=O)Cl (pivaloyl chloride). Solvent: C(Cl)Cl (methylene chloride), C(Cl)Cl (methylene chloride). Reported procedure: 75 mL of methylene chloride and 3.75 g (0.01 mole) of nalbuphine were placed in a 250-mL ice-bathed round-bottomed flask. While stirring, 0.01 mole of pivaloyl chloride dissolved in 20 mL of methylene chloride was added gradually. Following the procedure as described in Example 1, pure nalbuphine pivalate was obtained. The physical data are shown in Table 1 and FIGS. 6, 7 and 8. Reaction SMILES: [CH:1]1[C:6]2[CH2:7][C@H:8]3[N:13]([CH2:14][CH:15]4[CH2:18][CH2:17][CH2:16]4)[CH2:12][CH2:11][C@:10]45[C@H:19]([C@@H:21]([OH:24])[CH2:22][CH2:23][C@@:9]34[OH:25])[O:20][C:4]([C:5]=25)=[C:3]([OH:26])[CH:2]=1.[C:27](Cl)(=[O:32])[C:28]([CH3:31])([CH3:30])[CH3:29]>C(Cl)Cl>[CH:1]1[C:6]2[CH2:7][C@H:8]3[N:13]([CH2:14][CH:15]4[CH2:18][CH2:17][CH2:16]4)[CH2:12][CH2:11][C@:10]45[C@H:19]([C@@H:21]([OH:24])[CH2:22][CH2:23][C@@:9]34[OH:25])[O:20][C:4]([C:5]=25)=[C:3]([OH:26])[CH:2]=1.[C:27]([O-:32])(=[O:20])[C:28]([CH3:31])([CH3:30])[CH3:29] |f:3.4|. Starting materials: Cl (hydrochloric acid), S(=O)(=O)([O-])[O-].[Na+].[Na+] (sodium sulfate), COC(C[C@H](C#CC)C1=CC=C(C=C1)OCC1=CC2(CCCC2)CCC1)=O ((S)-3-[4-(spiro[4.5]dec-6-en-7-ylmethoxy)-phenyl]-hex-4-ynoic acid methyl ester), [OH-].[Na+] (sodium hydroxide). Run in C(C)(=O)OCC (ethyl acetate), CO (methanol), O1CCCC1 (tetrahydrofuran). Reaction conditions: time 8 hour. Yields the product C1CCCC12C=C(CCC2)COC2=CC=C(C=C2)[C@H](CC(=O)O)C#CC ((S)-3-[4-(spiro[4.5]dec-6-en-7-ylmethoxy)-phenyl]-hex-4-ynoic acid). Isolated yield 70.0%. As a reaction SMILES: C[O:2][C:3](=[O:27])[CH2:4][C@@H:5]([C:9]1[CH:14]=[CH:13][C:12]([O:15][CH2:16][C:17]2[CH2:26][CH2:25][CH2:24][C:19]3([CH2:23][CH2:22][CH2:21][CH2:20]3)[CH:18]=2)=[CH:11][CH:10]=1)[C:6]#[C:7][CH3:8].[OH-].[Na+].Cl.S([O-])([O-])(=O)=O.[Na+].[Na+]>C(OCC)(=O)C.CO.O1CCCC1>[CH2:20]1[C:19]2([CH2:24][CH2:25][CH2:26][C:17]([CH2:16][O:15][C:12]3[CH:11]=[CH:10][C:9]([C@@H:5]([C:6]#[C:7][CH3:8])[CH2:4][C:3]([OH:27])=[O:2])=[CH:14][CH:13]=3)=[CH:18]2)[CH2:23][CH2:22][CH2:21]1 |f:1.2,4.5.6|. Procedure: To a solution of (S)-3-[4-(spiro[4.5]dec-6-en-7-ylmethoxy)-phenyl]-hex-4-ynoic acid methyl ester (1.33 g) obtained in Step 7 in a mixed solvent of tetrahydrofuran (13 mL)-methanol (13 mL) was added 2N aqueous sodium hydroxide solution (4.6 mL), followed by stirring the reaction mixture at room temperature overnight. Then, to the reaction mixture were added successively 2N aqueous hydrochloric acid solution (5.1 mL), ethyl acetate (100 mL) and sodium sulfate (50 g), followed by stirring for 30 mi...